Dataset: the Open Reaction Database (ORD), a public repository of structured organic reaction records. Task: describe an organic reaction: reactants, conditions, products, and yield Starting materials: FC=1C=CC2=C(C(=NCC(=N2)NN)C2=CC=CC=C2)C1 (7-fluoro-2-hydrazino-5-phenyl-3H-1,4-benzodiazepine), ClCC(C)=O (chloropropanone). The product is FC=1C=CC2=C(C(=NCC(=N2)NN=C(CCl)C)C2=CC=CC=C2)C1 (7-fluoro-2-[(2-chloro-1-methylethylidene)hydrazino]-5-phenyl-3H-1,4-benzodiazepine). Reaction SMILES: [F:1][C:2]1[CH:3]=[CH:4][C:5]2[N:11]=[C:10]([NH:12][NH2:13])[CH2:9][N:8]=[C:7]([C:14]3[CH:19]=[CH:18][CH:17]=[CH:16][CH:15]=3)[C:6]=2[CH:20]=1.[Cl:21][CH2:22][C:23](=O)[CH3:24]>>[F:1][C:2]1[CH:3]=[CH:4][C:5]2[N:11]=[C:10]([NH:12][N:13]=[C:23]([CH3:24])[CH2:22][Cl:21])[CH2:9][N:8]=[C:7]([C:14]3[CH:19]=[CH:18][CH:17]=[CH:16][CH:15]=3)[C:6]=2[CH:20]=1. Procedure details: In the manner given in Example 1, 7-fluoro-2-hydrazino-5-phenyl-3H-1,4-benzodiazepine can be reacted with chloropropanone to give 7-fluoro-2-[(2-chloro-1-methylethylidene)hydrazino]-5-phenyl-3H-1,4-benzodiazepine. Procedure details: The title compound was prepared according to the procedure described in Example 1F, except for substituting the product of Example 61A for the product of Example 1E, and substituting Example 2A (2,6-dimethyl-3-(4,4,5,5-tetramethyl-[1,3,2]dioxaborolan-2-yl)-pyridine) for pyrimidine-5-boronic acid. 1H NMR (300 MHz, CDCl3) δ ppm 8.01 (d, J=8.48 Hz, 1H) 7.75 (d, J=1.36 Hz, 1H) 7.45 (d, J=7.80 Hz, 1H) 7.39 (dd, J=8.48, 1.70 Hz, 1H) 7.06 (d, J=7.80 Hz, 1H) 3.96-4.08 (m, 1H) 3.19-3.40 (m, 5H) 2.59 (s, ... Reaction SMILES: [N:1]1([C@H:5]2[CH2:8][C@H:7]([C:9]3[S:10][C:11]4[CH:17]=[C:16](Br)[CH:15]=[CH:14][C:12]=4[N:13]=3)[CH2:6]2)[CH2:4][CH2:3][CH2:2]1.BrC1C=CC2N=C([C@H]3[CH2:30][C@H:29]([N:31]4[CH2:35][CH2:34][CH2:33][C@H:32]4[CH3:36])C3)SC=2C=1.CC1C(B2OC(C)(C)C(C)(C)O2)=CC=C(C)N=1.N1C=C(B(O)O)C=NC=1>>[N:1]1([C@H:5]2[CH2:8][C@H:7]([C:9]3[S:10][C:11]4[CH:17]=[C:16]([C:35]5[C:29]([CH3:30])=[N:31][C:32]([CH3:36])=[CH:33][CH:34]=5)[CH:15]=[CH:14][C:12]=4[N:13]=3)[CH2:6]2)[CH2:4][CH2:3][CH2:2]1. Reactants: N1(CCC1)[C@@H]1C[C@H](C1)C=1SC2=C(N1)C=CC(=C2)Br (Trans-2-(3-azetidin-1-ylcyclobutyl)-6-bromo-1,3-benzothiazole), N1=CN=CC(=C1)B(O)O (pyrimidine-5-boronic acid), BrC1=CC2=C(N=C(S2)[C@@H]2C[C@H](C2)N2[C@@H](CCC2)C)C=C1 (Trans-6-bromo-2-{3-[(2R)-2-methylpyrrolidin-1-yl]cyclobutyl}-1,3-benzothiazole), CC1=NC(=CC=C1B1OC(C(O1)(C)C)(C)C)C (2,6-dimethyl-3-(4,4,5,5-tetramethyl-[1,3,2]dioxaborolan-2-yl)-pyridine). Yields the product N1(CCC1)[C@@H]1C[C@H](C1)C=1SC2=C(N1)C=CC(=C2)C=2C(=NC(=CC2)C)C (Trans-2-(3-azetidin-1-ylcyclobutyl)-6-(2,6-dimethylpyridin-3-yl)-1,3-benzothiazole). Starting materials: CCOC(=O)c1cnc2ccc(C#N)cc2c1Cl, CCCO, CCN(C(C)C)C(C)C, COc1ccc(CN)cc1Cl, Cl, O. Product: CCOC(=O)c1cnc2ccc(C#N)cc2c1NCc1ccc(OC)c(Cl)c1. As a reaction SMILES: [CH2:1]([CH3:2])[O:3][C:4](=[O:5])[c:6]1[cH:7][n:8][c:9]2[cH:10][cH:11][c:12]([C:17]#[N:18])[cH:13][c:14]2[c:15]1[Cl:16].[CH2:41]([OH:42])[CH2:43][CH3:44].[CH:31]([N:32]([CH:33]([CH3:34])[CH3:35])[CH2:36][CH3:37])([CH3:38])[CH3:39].[Cl:20][c:21]1[cH:22][c:23]([CH2:24][NH2:25])[cH:26][cH:27][c:28]1[O:29][CH3:30].[ClH:19].[OH2:40]>>[CH2:1]([CH3:2])[O:3][C:4](=[O:5])[c:6]1[cH:7][n:8][c:9]2[cH:10][cH:11][c:12]([C:17]#[N:18])[cH:13][c:14]2[c:15]1[NH:25][CH2:24][c:23]1[cH:22][c:21]([Cl:20])[c:28]([O:29][CH3:30])[cH:27][cH:26]1. Reactants: [BH4-], CCOC(=O)c1nnc(-c2cc3cccc(N(C)S(=O)(=O)c4cccs4)c3[nH]2)s1, CO, [Na+], C1CCOC1. Product: CN(c1cccc2cc(-c3nnc(CO)s3)[nH]c12)S(=O)(=O)c1cccs1. Reaction SMILES: [BH4-:35].[CH3:1][N:2]([c:3]1[cH:4][cH:5][cH:6][c:7]2[cH:8][c:9](-[c:12]3[n:13][n:14][c:15]([C:17](=[O:18])[O:19][CH2:20][CH3:21])[s:16]3)[nH:10][c:11]12)[S:22](=[O:23])(=[O:24])[c:25]1[s:26][cH:27][cH:28][cH:29]1.[CH3:37][OH:38].[Na+:36].[O:30]1[CH2:31][CH2:32][CH2:33][CH2:34]1>>[CH3:1][N:2]([c:3]1[cH:4][cH:5][cH:6][c:7]2[cH:8][c:9](-[c:12]3[n:13][n:14][c:15]([CH2:17][OH:18])[s:16]3)[nH:10][c:11]12)[S:22](=[O:23])(=[O:24])[c:25]1[s:26][cH:27][cH:28][cH:29]1. Reactants: Nc1cnc(Oc2cnc3ccccc3c2)c(Cl)c1, O=S(=O)(Cl)c1ccc(F)cc1. Reaction SMILES: [Cl:1][c:2]1[cH:3][c:4]([NH2:19])[cH:5][n:6][c:7]1[O:8][c:9]1[cH:10][n:11][c:12]2[cH:13][cH:14][cH:15][cH:16][c:17]2[cH:18]1.[F:20][c:21]1[cH:22][cH:23][c:24]([S:27](=[O:28])(=[O:29])[Cl:30])[cH:25][cH:26]1>>[Cl:1][c:2]1[cH:3][c:4]([NH:19][S:27]([c:24]2[cH:23][cH:22][c:21]([F:20])[cH:26][cH:25]2)(=[O:28])=[O:29])[cH:5][n:6][c:7]1[O:8][c:9]1[cH:10][n:11][c:12]2[cH:13][cH:14][cH:15][cH:16][c:17]2[cH:18]1. Product: O=S(=O)(Nc1cnc(Oc2cnc3ccccc3c2)c(Cl)c1)c1ccc(F)cc1. Reactants: COC(=O)C=1SC(=CC1N(C1CCC(CC1)=O)C(=O)C1CCC(CC1)C)C#CC(C)(C)C (5-(3,3-Dimethyl-but-1-ynyl)-3-[(4-methyl-cyclohexanecarbonyl)-(4-oxo-cyclohexyl)-amino]-thiophene-2-carboxylic acid methyl ester), CN(N)C=1SC=CN1 (N-Methyl-N-thiazol-2-yl-hydrazine), [BH-](OC(=O)C)(OC(=O)C)OC(=O)C.[Na+] (NaBH(OAc)3), C(=O)(O)[O-].[Na+] (NaHCO3), [OH-].[Li+] (lithium hydroxide), CC(=O)O (AcOH). The solvent is ClCCCl (DCE), [Cl-].[Na+].O (brine), O (water), CO (MeOH). Run at time 5 hour. Product: CC(C#CC1=CC(=C(S1)C(=O)O)N(C1CCC(CC1)NN(C=1SC=CN1)C)C(=O)C1CCC(CC1)C)(C)C (5-(3,3-Dimethyl-but-1-ynyl)-3-{(4-methyl-cyclohexanecarbonyl)-[4-(N′-methyl-N′-thiazol-2-yl-hydrazino)-cyclohexyl]-amino}-thiophene-2-carboxylic acid). Yield: 14.7%. As a reaction SMILES: C[O:2][C:3]([C:5]1[S:6][C:7]([C:27]#[C:28][C:29]([CH3:32])([CH3:31])[CH3:30])=[CH:8][C:9]=1[N:10]([C:18]([CH:20]1[CH2:25][CH2:24][CH:23]([CH3:26])[CH2:22][CH2:21]1)=[O:19])[CH:11]1[CH2:16][CH2:15][C:14](=O)[CH2:13][CH2:12]1)=[O:4].[CH3:33][N:34]([C:36]1[S:37][CH:38]=[CH:39][N:40]=1)[NH2:35].CC(O)=O.[BH-](OC(C)=O)(OC(C)=O)OC(C)=O.[Na+].C([O-])(O)=O.[Na+].[OH-].[Li+]>ClCCCl.[Cl-].[Na+].O.O.CO>[CH3:31][C:29]([CH3:30])([CH3:32])[C:28]#[C:27][C:7]1[S:6][C:5]([C:3]([OH:2])=[O:4])=[C:9]([N:10]([C:18]([CH:20]2[CH2:21][CH2:22][CH:23]([CH3:26])[CH2:24][CH2:25]2)=[O:19])[CH:11]2[CH2:16][CH2:15][CH:14]([NH:35][N:34]([CH3:33])[C:36]3[S:37][CH:38]=[CH:39][N:40]=3)[CH2:13][CH2:12]2)[CH:8]=1 |f:3.4,5.6,7.8,10.11.12|. Reported procedure: A mixture of 5-(3,3-Dimethyl-but-1-ynyl)-3-[(4-methyl-cyclohexanecarbonyl)-(4-oxo-cyclohexyl)-amino]-thiophene-2-carboxylic acid methyl ester (200 mg, 0.44 mmol) and N-Methyl-N-thiazol-2-yl-hydrazine (112 mg, 0.87 mmol) in DCE (4 mL) was treated with AcOH (200 μL, 3.0 mmol) followed by NaBH(OAc)3 (120 mg, 0.57 mmol) in two portions. After 5 h, NaHCO3 (saturated aqueous solution, 3 mL) was added to the mixture, followed by brine (20 mL), and the crude product was extracted with ethyl acetate (2×2... Reactants: ClC1(C(NC2=CC=C(C=C12)Cl)=O)C1=C(C=CC=C1)OC (3,5-dichloro-3-(2-methoxyphenyl)-1,3-dihydro-2H-indol-2-one), FC(C(=O)O)(F)F.N[C@@H](C(=O)N(C)C)C ((2R)-2-amino-N,N-dimethylpropanamide trifluoroacetate). Product: ClC=1C=C2C(C(NC2=CC1)=O)(C1=C(C=CC=C1)OC)N[C@@H](C(=O)N(C)C)C ((2R)-2-{[5-chloro-3-(2-methoxyphenyl)-2-oxo-2,3-dihydro-1H-indol-3-yl]amino}-N,N-dimethyl propanamide). As a reaction SMILES: Cl[C:2]1([C:13]2[CH:18]=[CH:17][CH:16]=[CH:15][C:14]=2[O:19][CH3:20])[C:10]2[C:5](=[CH:6][CH:7]=[C:8]([Cl:11])[CH:9]=2)[NH:4][C:3]1=[O:12].FC(F)(F)C(O)=O.[NH2:28][C@H:29]([CH3:35])[C:30]([N:32]([CH3:34])[CH3:33])=[O:31]>>[Cl:11][C:8]1[CH:9]=[C:10]2[C:5](=[CH:6][CH:7]=1)[NH:4][C:3](=[O:12])[C:2]2([NH:28][C@H:29]([CH3:35])[C:30]([N:32]([CH3:34])[CH3:33])=[O:31])[C:13]1[CH:18]=[CH:17][CH:16]=[CH:15][C:14]=1[O:19][CH3:20] |f:1.2|. Reported procedure: With 1.54 g of 3,5-dichloro-3-(2-methoxyphenyl)-1,3-dihydro-2H-indol-2-one and the compound obtained in Step 257-2 (5.50 mmol, crude form) as starting materials, respectively 0.76 g (Isomer A, colorless powder) and 0.60 g (Isomer B, colorless powder) of two species of diastereoisomers of the title compound were obtained by a similar method to Step 4-2. Solvent: C(Cl)Cl (DCM), O (water), C1(=CC=CC=C1)C (toluene). Reagents/catalysts: [Pd](Cl)Cl.C1(=CC=CC=C1)P([C-]1C=CC=C1)C1=CC=CC=C1.[C-]1(C=CC=C1)P(C1=CC=CC=C1)C1=CC=CC=C1.[Fe+2] (1,1′-Bis(diphenylphosphino)-ferrocene palladium(II) dichloride). Reactants: O=C1NC2=CC(=CC=C2CC1NC(OC(C)(C)C)=O)B1OC(C(O1)(C)C)(C)C (tert-Butyl 2-oxo-7-(4,4,5,5-tetramethyl-1,3,2-dioxaborolan-2-yl)-1,2,3,4-tetrahydroquinolin-3-ylcarbamate), ClC=1C=CN2C(C(=CC(=C2C1C)C1CC1)C(=O)OC)=O (Methyl 8-chloro-1-cyclopropyl-9-methyl-4-oxo-4H-quinolizine-3-carboxylate), C([O-])([O-])=O.[Na+].[Na+] (sodium carbonate), C(C)O (ethanol). Reaction SMILES: Cl[C:2]1[CH:3]=[CH:4][N:5]2[C:10]([C:11]=1[CH3:12])=[C:9]([CH:13]1[CH2:15][CH2:14]1)[CH:8]=[C:7]([C:16]([O:18][CH3:19])=[O:17])[C:6]2=[O:20].C(O)C.C(=O)([O-])[O-].[Na+].[Na+].[O:30]=[C:31]1[CH:40]([NH:41][C:42](=[O:48])[O:43][C:44]([CH3:47])([CH3:46])[CH3:45])[CH2:39][C:38]2[C:33](=[CH:34][C:35](B3OC(C)(C)C(C)(C)O3)=[CH:36][CH:37]=2)[NH:32]1>C1(C)C=CC=CC=1.C(Cl)Cl.O.[Pd](Cl)Cl.C1(P(C2C=CC=CC=2)[C-]2C=CC=C2)C=CC=CC=1.[C-]1(P(C2C=CC=CC=2)C2C=CC=CC=2)C=CC=C1.[Fe+2]>[C:44]([O:43][C:42]([NH:41][CH:40]1[CH2:39][C:38]2[C:33](=[CH:34][C:35]([C:2]3[CH:3]=[CH:4][N:5]4[C:10]([C:11]=3[CH3:12])=[C:9]([CH:13]3[CH2:15][CH2:14]3)[CH:8]=[C:7]([C:16]([O:18][CH3:19])=[O:17])[C:6]4=[O:20])=[CH:36][CH:37]=2)[NH:32][C:31]1=[O:30])=[O:48])([CH3:47])([CH3:45])[CH3:46] |f:2.3.4,9.10.11.12|. Product: C(C)(C)(C)OC(=O)NC1C(NC2=CC(=CC=C2C1)C=1C=CN2C(C(=CC(=C2C1C)C1CC1)C(=O)OC)=O)=O (methyl 8-(3-(tert-butoxycarbonylamino)-2-oxo-1,2,3,4-tetrahydroquinolin-7-yl)-1-cyclopropyl-9-methyl-4-oxo-4H-quinolizine-3-carboxylate). Reaction conditions: temperature 80 celsius. Yield: 55.4%. Procedure details: Methyl 8-chloro-1-cyclopropyl-9-methyl-4-oxo-4H-quinolizine-3-carboxylate (45 mg, 0.15 mmol) was dissolved in toluene (330 μL), ethanol (96%) (243 μL) and 2M aqueous sodium carbonate solution (231 μL, 0.463 mmol). tert-Butyl 2-oxo-7-(4,4,5,5-tetramethyl-1,3,2-dioxaborolan-2-yl)-1,2,3,4-tetrahydroquinolin-3-ylcarbamate (78 mg, 0.20 mmol) was added and the mixture was degassed with argon. 1,1′-Bis(diphenylphosphino)-ferrocene palladium(II) dichloride (11.3 mg, 0.015 mmol) was added and the mixture...